From a dataset of the Open Reaction Database (ORD), a public repository of structured organic reaction records. describe an organic reaction: reactants, conditions, products, and yield Reactants: Cl (Hydrogen chloride), C(C)(C)C1=C(N)C(=CC=C1)CS(=O)C (2-isopropyl-6-methylsulfinylmethylaniline), CCCCCC (hexane). Solvent: ClCCCl (1,2-dichloroethane). Conditions: temperature 50 celsius. The product is Cl.C(C)(C)C1=C(N)C(=CC=C1)CCl (2-Isopropyl-6-chloromethylaniline hydrochloride). Isolated yield 96.0%. As a reaction SMILES: [ClH:1].[CH:2]([C:5]1[CH:11]=[CH:10][CH:9]=[C:8]([CH2:12]S(C)=O)[C:6]=1[NH2:7])([CH3:4])[CH3:3].CCCCCC>ClCCCl>[ClH:1].[CH:2]([C:5]1[CH:11]=[CH:10][CH:9]=[C:8]([CH2:12][Cl:1])[C:6]=1[NH2:7])([CH3:4])[CH3:3] |f:4.5|. Procedure: Hydrogen chloride gas was introduced for 35 minutes into a solution of 7.74 g of 2-isopropyl-6-methylsulfinylmethylaniline [prepared as described in step (ii) above] in 80 ml of 1,2-dichloroethane warmed at 50° C., with the aid of a gas-inlet tube. The reaction mixture was then cooled to room temperature and 50 ml of hexane were added thereto. The crystals which precipitated were collected by filtration and washed with hexane to give 7.78 g (yield 96%) of the title aniline hydrochloride as a pow... Reactants: ClC1=CC=C2C(N(C(NC2=C1)=O)S(=O)(=O)C=1C=C(C(C(=O)O)=CC1)N)=O (4-[(7-chloro-2,4(1H,3H)-quinazolinedion-3-yl)sulfonyl]anthranilic acid), [OH-].[Na+] (sodium hydroxide), O (water). The solvent is C1CCOC1 (THF). Product: [Na+].ClC1=CC=C2C(N(C(NC2=C1)=O)S(=O)(=O)C=1C=C(C(C(=O)[O-])=CC1)N)=O (4-[(7-chloro-2,4(1H,3H)-quinazolinedion-3-yl)sulfonyl]anthranilic acid monosodium salt). RXN SMILES: [Cl:1][C:2]1[CH:11]=[C:10]2[C:5]([C:6](=[O:26])[N:7]([S:13]([C:16]3[CH:17]=[C:18]([NH2:25])[C:19](=[CH:23][CH:24]=3)[C:20]([OH:22])=[O:21])(=[O:15])=[O:14])[C:8](=[O:12])[NH:9]2)=[CH:4][CH:3]=1.[OH-].[Na+:28].O>C1COCC1>[Na+:28].[Cl:1][C:2]1[CH:11]=[C:10]2[C:5]([C:6](=[O:26])[N:7]([S:13]([C:16]3[CH:17]=[C:18]([NH2:25])[C:19](=[CH:23][CH:24]=3)[C:20]([O-:22])=[O:21])(=[O:15])=[O:14])[C:8](=[O:12])[NH:9]2)=[CH:4][CH:3]=1 |f:1.2,5.6|. Procedure details: 50 mg (0.13 mmol) of Compound 17 was suspended in approximately 1 ml of THF, then 126 μl of 1N sodium hydroxide aqueous solution was added dropwise. The solution was confirmed to have become uniform, then 30 ml of water was added and the mixture was freeze-dried to quantitatively obtain the above-identified compound in an amorphous state in an amount of 52 mg. Properties: colorless amorphous, PMR (δ ppm, DMSO-d6): 7.11-7.22 (3H, m), 7.37 (1H, s), 7.83 (1H, d), 7.91 (1H, d). Starting materials: CCO, [K+], CCOC(=O)CCCCCOc1cc(-c2ccc(N)cc2)cc(-c2ccccc2)n1, [OH-], O. Yields the product Nc1ccc(-c2cc(OCCCCCC(=O)O)nc(-c3ccccc3)c2)cc1. As a reaction SMILES: [CH3:33][CH2:34][OH:35].[K+:32].[NH2:1][c:2]1[cH:3][cH:4][c:5](-[c:8]2[cH:9][c:10]([O:20][CH2:21][CH2:22][CH2:23][CH2:24][CH2:25][C:26](=[O:27])[O:28][CH2:29][CH3:30])[n:11][c:12](-[c:14]3[cH:15][cH:16][cH:17][cH:18][cH:19]3)[cH:13]2)[cH:6][cH:7]1.[OH-:31].[OH2:36]>>[NH2:1][c:2]1[cH:3][cH:4][c:5](-[c:8]2[cH:9][c:10]([O:20][CH2:21][CH2:22][CH2:23][CH2:24][CH2:25][C:26](=[O:27])[OH:28])[n:11][c:12](-[c:14]3[cH:15][cH:16][cH:17][cH:18][cH:19]3)[cH:13]2)[cH:6][cH:7]1. As a reaction SMILES: [Cl:1][N:2]1[N:7]=[C:6](Cl)[CH:5]=[C:4]([NH:9][C:10]2[CH:11]=[C:12]([S:37]([OH:40])(=[O:39])=[O:38])[C:13]([CH:16]=[CH:17][C:18]3[C:19]([S:33]([OH:36])(=[O:35])=[O:34])=[CH:20][C:21]([NH:24][C:25]4[NH:30][N:29]([Cl:31])[N:28]=[C:27](Cl)[CH:26]=4)=[CH:22][CH:23]=3)=[CH:14][CH:15]=2)[NH:3]1.[NH2:41][C:42]1[CH:51]=[CH:50][C:49]2[C:48]([S:52]([OH:55])(=[O:54])=[O:53])=[CH:47][CH:46]=[CH:45][C:44]=2[C:43]=1[S:56]([OH:59])(=[O:58])=[O:57]>>[Cl:1][N:2]1[N:7]=[C:6]([NH:41][C:42]2[CH:51]=[CH:50][C:49]3[C:44](=[CH:45][CH:46]=[CH:47][C:48]=3[S:52]([OH:55])(=[O:54])=[O:53])[C:43]=2[S:56]([OH:59])(=[O:58])=[O:57])[CH:5]=[C:4]([NH:9][C:10]2[CH:11]=[C:12]([S:37]([OH:40])(=[O:39])=[O:38])[C:13]([CH:16]=[CH:17][C:18]3[C:19]([S:33]([OH:36])(=[O:35])=[O:34])=[CH:20][C:21]([NH:24][C:25]4[NH:30][N:29]([Cl:31])[N:28]=[C:27]([NH:41][C:42]5[CH:51]=[CH:50][C:49]6[C:44](=[CH:45][CH:46]=[CH:47][C:48]=6[S:52]([OH:55])(=[O:54])=[O:53])[C:43]=5[S:56]([OH:59])(=[O:58])=[O:57])[CH:26]=4)=[CH:22][CH:23]=3)=[CH:14][CH:15]=2)[NH:3]1. The product is ClN1NC(=CC(=N1)NC1=C(C2=CC=CC(=C2C=C1)S(=O)(=O)O)S(=O)(=O)O)NC=1C=C(C(=CC1)C=CC=1C(=CC(=CC1)NC1=CC(=NN(N1)Cl)NC1=C(C2=CC=CC(=C2C=C1)S(=O)(=O)O)S(=O)(=O)O)S(=O)(=O)O)S(=O)(=O)O (4,4′-bis-[2-chloro-4-(1,5-disulfonaphth-2-ylamino)triazin-6-ylamino]-stilbene-2,2′-disulfonic acid). The reactants are ClN1NC(=CC(=N1)Cl)NC=1C=C(C(=CC1)C=CC=1C(=CC(=CC1)NC1=CC(=NN(N1)Cl)Cl)S(=O)(=O)O)S(=O)(=O)O (4,4′-Bis-(2,4-dichlorotriazin-6-ylamino)-stilbene-2,2′-disulfonic acid), NC1=C(C=2C=CC=C(C2C=C1)S(=O)(=O)O)S(=O)(=O)O (2-aminonaphthalene-1,5-disulfonic acid). Procedure details: 4,4′-Bis-(2,4-dichlorotriazin-6-ylamino)-stilbene-2,2′-disulfonic acid was reacted with 2-aminonaphthalene-1,5-disulfonic acid in a similar manner to Example 5. Starting materials: C(C)(C)(C)OC(=O)N[C@H](C(=O)O)CC1CC1 ((S)-2-(tert-butoxycarbonylamino)-3-cyclopropylpropanoic acid), C(=O)([O-])[O-].[K+].[K+] (K2CO3), CI (MeI). The solvent is CN(C)C=O (DMF). Conditions: time 8 hour. The product is C(C)(C)(C)OC(=O)N[C@H](C(=O)OC)CC1CC1 ((S)-Methyl 2-(tert-butoxycarbonylamino)-3-cyclopropylpropanoate). Isolated yield 88.2%. As a reaction SMILES: [C:1]([O:5][C:6]([NH:8][C@@H:9]([CH2:13][CH:14]1[CH2:16][CH2:15]1)[C:10]([OH:12])=[O:11])=[O:7])([CH3:4])([CH3:3])[CH3:2].[C:17]([O-])([O-])=O.[K+].[K+].CI>CN(C=O)C>[C:1]([O:5][C:6]([NH:8][C@@H:9]([CH2:13][CH:14]1[CH2:15][CH2:16]1)[C:10]([O:12][CH3:17])=[O:11])=[O:7])([CH3:4])([CH3:2])[CH3:3] |f:1.2.3|. Reported procedure: To a mixture of (S)-2-(tert-butoxycarbonylamino)-3-cyclopropylpropanoic acid (CAN 89483-06-7, 6.792 g, 30 mmol) and K2CO3 (8.173 g, 59 mmol) in DMF (100 mL) was added MeI (10.37 g, 73 mmol). The reaction mixture was stirred overnight at room temperature. After filtration, the filtrate was concentrated to give the title compound as yellow oil (6.44 g, 89%); MS (EI): m/e=266.2 [M+Na]+. The reactants are FC1=C(C(=O)NO)C(=CC=C1)OC (2-fluoro-6-methoxybenzhydroxamic acid), [OH-].[K+] (potassium hydroxide). The solvent is C(CCC)O (butanol). Yields the product OC1=NOC2=C1C(=CC=C2)OC (3-Hydroxy-4-methoxy-1,2-benzisoxazole). The yield is 90.1%. Reaction SMILES: F[C:2]1[CH:11]=[CH:10][CH:9]=[C:8]([O:12][CH3:13])[C:3]=1[C:4]([NH:6][OH:7])=[O:5].[OH-].[K+]>C(O)CCC>[OH:5][C:4]1[C:3]2[C:8]([O:12][CH3:13])=[CH:9][CH:10]=[CH:11][C:2]=2[O:7][N:6]=1 |f:1.2|. Procedure: 2-fluoro-6-methoxybenzhydroxamic acid (2.55 g) and potassium hydroxide (4.50 g) were dissolved in butanol (25 ml) and refluxed for 4 hours. After the completion of the reaction, the reaction mixture was adjusted to acidic, extracted with ethyl acetate and the extract was washed with water and dried over anhydrous sodium sulphate. The solvent was evaporated under reduced pressure and the residue was recrystallized from isopropylether, to give the title compound (2.05 g, 90%).